From a dataset of the Open Reaction Database (ORD), a public repository of structured organic reaction records. describe an organic reaction: reactants, conditions, products, and yield Reactants: N[C@H](CN1N=C(C=C1)C1=C(C(=C(C#N)C=C1)Cl)F)C ((S)-4-(1-(2-aminopropyl)-1H-pyrazol-3-yl)-2-chloro-3-fluorobenzonitrile), N1=CC(=CC=C1)C1=NOC(=N1)C(=O)O (3-(pyridin-3-yl)-1,2,4-oxadiazole-5-carboxylic acid), C=1C=CC2=C(C1)N=NN2O (HOBt), CCN(C(C)C)C(C)C (DIPEA), CCN=C=NCCCN(C)C (EDCI). Run in CN(C)C=O (DMF). Yields the product ClC=1C(=C(C=CC1C#N)C1=NN(C=C1)C[C@H](C)NC(=O)C1=NC(=NO1)C=1C=NC=CC1)F ((S)—N-(1-(3-(3-chloro-4-cyano-2-fluorophenyl)-1H-pyrazol-1-yl)propan-2-yl)-3-(pyridin-3-yl)-1,2,4-oxadiazole-5-carboxamide). Reaction SMILES: [NH2:1][C@@H:2]([CH3:19])[CH2:3][N:4]1[CH:8]=[CH:7][C:6]([C:9]2[CH:16]=[CH:15][C:12]([C:13]#[N:14])=[C:11]([Cl:17])[C:10]=2[F:18])=[N:5]1.[N:20]1[CH:25]=[CH:24][CH:23]=[C:22]([C:26]2[N:30]=[C:29]([C:31](O)=[O:32])[O:28][N:27]=2)[CH:21]=1.C1C=CC2N(O)N=NC=2C=1.CCN(C(C)C)C(C)C.CCN=C=NCCCN(C)C>CN(C=O)C>[Cl:17][C:11]1[C:10]([F:18])=[C:9]([C:6]2[CH:7]=[CH:8][N:4]([CH2:3][C@@H:2]([NH:1][C:31]([C:29]3[O:28][N:27]=[C:26]([C:22]4[CH:21]=[N:20][CH:25]=[CH:24][CH:23]=4)[N:30]=3)=[O:32])[CH3:19])[N:5]=2)[CH:16]=[CH:15][C:12]=1[C:13]#[N:14]. Procedure details: The title compound was synthesized from (S)-4-(1-(2-aminopropyl)-1H-pyrazol-3-yl)-2-chloro-3-fluorobenzonitrile (0.2 g, 0.72 mmol), 3-(pyridin-3-yl)-1,2,4-oxadiazole-5-carboxylic acid (0.137 g, 0.72 mmol), HOBt (0.145 g, 1.07 mmol), DIPEA (0.375 mL, 2.15 mmol) and EDCI (0.2 g, 1.07 mmol) using DMF as solvent using the method of Example 34(d). Yield 33.4 mg. 1H NMR (400 MHz; d6-DMSO): δ 1.23 (d, 3H), 4.41 (m, 2H), 4.52 (m, 1H), 6.79 (m, 1H), 7.65 (m, 1H), 7.78 (m, 1H), 7.95 (d, 1H), 8.03 (m, 1H),... The reactants are O1CCN(CC1)CCCNS(=O)(=O)C1=C(N=CN1C)Cl (N-(3-morpholinopropyl)-4-chloro-1-methyl-5-imidazolesulfonamide). The reagents and catalysts are [Pd] (Pd/C). Run in C(C)O (ethanol). The product is Cl.O1CCN(CC1)CCCNS(=O)(=O)C1=CN=CN1C (N-(3-Morpholino-1-propyl)-1-methyl-5-imidazolesulfonamide hydrochloride). Reaction SMILES: [O:1]1[CH2:6][CH2:5][N:4]([CH2:7][CH2:8][CH2:9][NH:10][S:11]([C:14]2[N:18]([CH3:19])[CH:17]=[N:16][C:15]=2[Cl:20])(=[O:13])=[O:12])[CH2:3][CH2:2]1>C(O)C.[Pd]>[ClH:20].[O:1]1[CH2:2][CH2:3][N:4]([CH2:7][CH2:8][CH2:9][NH:10][S:11]([C:14]2[N:18]([CH3:19])[CH:17]=[N:16][CH:15]=2)(=[O:13])=[O:12])[CH2:5][CH2:6]1 |f:3.4|. Reported procedure: 1 g (2.8 mmol) of N-(3-morpholinopropyl)-4-chloro-1-methyl-5-imidazolesulfonamide from Example 31 is dissolved in 130 ml of 25% strength aqueous ethanol, 0.3 g of Pd/C catalyst is added and the mixture is hydrogenated with shaking at an initial pressure of 3.45 bar until absorption of hydrogen is complete. The catalyst is filtered off. The filtrate is concentrated in vacuo and the residue is recrystallized from ethanol. The title compound of melting point 205°-206° C. is obtained in a yield of 0... Starting materials: N12CCCCCC2=NCCC1 (1,8-Diazabicyclo[5.4.0]undec-7-ene), FC1=C(C=C(C(=C1)F)CNCC(F)(F)F)[C@@]12N=C(SC[C@@H]1C[C@@H](OC2)CF)NC(C2=CC=CC=C2)=O (N-[(4aR,6R,8aS)-8a-(2,4-difluoro-5-{[(2,2,2-trifluoroethyl)amino]methyl}phenyl)-6-(fluoromethyl)-4,4a,5,6,8,8a-hexahydropyrano[3,4-d][1,3]thiazin-2-yl]benzamide). Solvent: CO (methanol). Reaction conditions: temperature 70 celsius. Product: FC1=C(C=C(C(=C1)F)CNCC(F)(F)F)[C@@]12N=C(SC[C@@H]1C[C@@H](OC2)CF)N ((4aR,6R,8aS)-8a-(2,4-difluoro-5-{[(2,2,2-trifluoroethyl)amino]methyl}phenyl)-6-(fluoromethyl)-4,4a,5,6,8,8a-hexahydropyrano[3,4-d][1,3]thiazin-2-amine). Reaction SMILES: N12CCCN=C1CCCCC2.[F:12][C:13]1[CH:18]=[C:17]([F:19])[C:16]([CH2:20][NH:21][CH2:22][C:23]([F:26])([F:25])[F:24])=[CH:15][C:14]=1[C@:27]12[CH2:36][O:35][C@@H:34]([CH2:37][F:38])[CH2:33][C@H:32]1[CH2:31][S:30][C:29]([NH:39]C(=O)C1C=CC=CC=1)=[N:28]2>CO>[F:12][C:13]1[CH:18]=[C:17]([F:19])[C:16]([CH2:20][NH:21][CH2:22][C:23]([F:25])([F:26])[F:24])=[CH:15][C:14]=1[C@:27]12[CH2:36][O:35][C@@H:34]([CH2:37][F:38])[CH2:33][C@H:32]1[CH2:31][S:30][C:29]([NH2:39])=[N:28]2. Procedure details: 1,8-Diazabicyclo[5.4.0]undec-7-ene (0.084 mL, 0.534 mmol) was added to a solution of N-[(4aR,6R,8aS)-8a-(2,4-difluoro-5-{[(2,2,2-trifluoroethyl)amino]methyl}phenyl)-6-(fluoromethyl)-4,4a,5,6,8,8a-hexahydropyrano[3,4-d][1,3]thiazin-2-yl]benzamide (C27) (0.4064 g, 0.7650 mmol) in methanol (30 mL). The resulting solution was heated to 70° C. until complete consumption of starting material. The reaction mixture was concentrated under reduced pressure to yield product as an orange oily residue. Purif... Product: [N+](=[N-])=CC(=O)C1(CCC(CC1)C(C)C)C (1-diazo-2-(4-isopropyl-1-methylcyclohexyl)-2-ethanone). Reported procedure: Subsequently at room temperature, 5.0 g of the 4-isopropyl-1-methylcyclohexylcarbonyl chloride was added dropwise to 150 ml of an ether solution of diazomethane prepared from 15 g of nitrosourea, and the mixture was stirred at room temperature for about 2 hours. The solvent was distilled off from the reaction mixture in a vacuum, quantitatively giving pale yellow oily 1-diazo-2-(4-isopropyl-1-methylcyclohexyl)-2-ethanone (cis:trans=1:1). Reaction conditions: time 2 hour. Reactants: C(C)(C)C1CCC(CC1)(C(=O)Cl)C (4-isopropyl-1-methylcyclohexylcarbonyl chloride), [N+](=[N-])=C (diazomethane), N(=O)NC(=O)N (nitrosourea). The solvent is CCOCC (ether). Reaction SMILES: [CH:1]([CH:4]1[CH2:9][CH2:8][C:7]([CH3:13])([C:10](Cl)=[O:11])[CH2:6][CH2:5]1)([CH3:3])[CH3:2].[N+:14](=[CH2:16])=[N-:15].N(NC(N)=O)=O>CCOCC>[N+:14](=[CH:16][C:10]([C:7]1([CH3:13])[CH2:8][CH2:9][CH:4]([CH:1]([CH3:3])[CH3:2])[CH2:5][CH2:6]1)=[O:11])=[N-:15]. Reactants: ClC1=NC=CC(=C1)CN1N=C(N=C1C)C1=NOC(=C1)C1=CC=C(C=C1)OC(F)(F)F (3-(1-((2-chloropyridin-4-yl)methyl)-5-methyl-1H-1,2,4-triazol-3-yl)-5-(4-(trifluoromethoxy)phenyl)isoxazole), CS(=O)(=O)C1CCNCC1 (4-(methylsulfonyl)piperidine). Solvent: CC(C)(C)O (t-BuOH). Run at temperature 140 celsius, time 16 hour. Product: CC1=NC(=NN1CC1=CC(=NC=C1)N1CCC(CC1)S(=O)(=O)C)C1=NOC(=C1)C1=CC=C(C=C1)OC(F)(F)F (3-(5-methyl-1-((2-(4-(methylsulfonyl)piperidin-1-yl)pyridin-4-yl)methyl)-1H-1,2,4-triazol-3-yl)-5-(4-(trifluoromethoxy)phenyl)isoxazole). RXN SMILES: Cl[C:2]1[CH:7]=[C:6]([CH2:8][N:9]2[C:13]([CH3:14])=[N:12][C:11]([C:15]3[CH:19]=[C:18]([C:20]4[CH:25]=[CH:24][C:23]([O:26][C:27]([F:30])([F:29])[F:28])=[CH:22][CH:21]=4)[O:17][N:16]=3)=[N:10]2)[CH:5]=[CH:4][N:3]=1.[CH3:31][S:32]([CH:35]1[CH2:40][CH2:39][NH:38][CH2:37][CH2:36]1)(=[O:34])=[O:33]>CC(O)(C)C>[CH3:14][C:13]1[N:9]([CH2:8][C:6]2[CH:5]=[CH:4][N:3]=[C:2]([N:38]3[CH2:39][CH2:40][CH:35]([S:32]([CH3:31])(=[O:34])=[O:33])[CH2:36][CH2:37]3)[CH:7]=2)[N:10]=[C:11]([C:15]2[CH:19]=[C:18]([C:20]3[CH:25]=[CH:24][C:23]([O:26][C:27]([F:30])([F:29])[F:28])=[CH:22][CH:21]=3)[O:17][N:16]=2)[N:12]=1. Procedure: To a solution of 3-(1-((2-chloropyridin-4-yl)methyl)-5-methyl-1H-1,2,4-triazol-3-yl)-5-(4-(trifluoromethoxy)phenyl)isoxazole (50 mg, 0.12 mmol) in t-BuOH (0.5 mL), was added 4-(methylsulfonyl)piperidine (75 mg, 0.46 mmol). The mixture was stirred at 140° C. for 16 h, then cooled to RT and purified by prep-HPLC (Mobile phase: A=10 mM ammonium bicarbonate/H2O, B=MeCN; Gradient: B=60%-95% in 18 min; Column: XBridge C18, 5 um, 30 mm×150 mm) to give the title compound as a white solid; MS (ES+) C25H2... Reactants: ClC1=C(C(CCl)=O)C=CC(=C1)Cl (2,4-dichlorophenacyl chloride), [BH4-].[Na+] (sodium borohydride), O1CCOCC1 (dioxane), [BH4-].[Na+] (sodium borohydride), Cl (hydrochloric acid). Solvent: O (water). Run at time 2 hour. Product: OC1(C(CCCl)C=CC(=C1)Cl)Cl (2-Hydroxy-2,4-dichlorophenethyl chloride). As a reaction SMILES: [Cl:1][C:2]1[CH:11]=[C:10]([Cl:12])[CH:9]=[CH:8][C:3]=1[C:4](=O)[CH2:5][Cl:6].[BH4-].[Na+].Cl.[O:16]1CCOCC1>O>[OH:16][C:2]1([Cl:1])[CH:11]=[C:10]([Cl:12])[CH:9]=[CH:8][CH:3]1[CH2:4][CH2:5][Cl:6] |f:1.2|. Procedure: To a solution of 52 g (0.23 m) of 2,4-dichlorophenacyl chloride in 200 ml of dioxane is added 9 g (0.24 m) of sodium borohydride dissolved in 60 ml of water dropwise at 50°. The addition is set at such a rate that the reaction temperature does not exceed 50°. After the addition, the reaction mixture is stirred at 50° for 11/2 hours. Excess sodium borohydride is carefully decomposed by slow addition of 10% hydrochloric acid. The organic product is extracted into ether and the combined ether extra... Starting materials: CC1(OCCO1)C=1N=C(SC1)CN1N=CC(=N1)N (2-[4-(2-methyl-[1,3]dioxolan-2-yl)-thiazol-2-ylmethyl]-2H-[1,2,3]triazol-4-ylamine), COC=1C=C(C=CC1)C1=C(N=C(O1)C)C(=O)O (5-(3-Methoxy-phenyl)-2-methyl-oxazole-4-carboxylic acid). Product: C(C)(=O)C=1N=C(SC1)CN1N=CC(=N1)NC(=O)C=1N=C(OC1C1=CC(=CC=C1)OC)C (5-(3-Methoxy-phenyl)-2-methyl-oxazole-4-carboxylic acid [2-(4-acetyl-thiazol-2-ylmethyl)-2H-[1,2,3]triazol-4-yl]-amide). As a reaction SMILES: [CH3:1][C:2]1([C:7]2[N:8]=[C:9]([CH2:12][N:13]3[N:17]=[C:16]([NH2:18])[CH:15]=[N:14]3)[S:10][CH:11]=2)[O:6]CCO1.[CH3:19][O:20][C:21]1[CH:22]=[C:23]([C:27]2[O:31][C:30]([CH3:32])=[N:29][C:28]=2[C:33](O)=[O:34])[CH:24]=[CH:25][CH:26]=1>>[C:2]([C:7]1[N:8]=[C:9]([CH2:12][N:13]2[N:17]=[C:16]([NH:18][C:33]([C:28]3[N:29]=[C:30]([CH3:32])[O:31][C:27]=3[C:23]3[CH:24]=[CH:25][CH:26]=[C:21]([O:20][CH3:19])[CH:22]=3)=[O:34])[CH:15]=[N:14]2)[S:10][CH:11]=1)(=[O:6])[CH3:1]. Reported procedure: Following general procedure A followed by B, starting from 2-[4-(2-methyl-[1,3]dioxolan-2-yl)-thiazol-2-ylmethyl]-2H-[1,2,3]triazol-4-ylamine and 5-(3-Methoxy-phenyl)-2-methyl-oxazole-4-carboxylic acid.